From a dataset of the Open Reaction Database (ORD), a public repository of structured organic reaction records. describe an organic reaction: reactants, conditions, products, and yield The reactants are C=O (formaldehyde), CN1C(N(C=2C(C1=O)=C(N(N2)CC2=CC=C(C=C2)C2=NC=CC=C2)NC2=CC=CC=C2)CC2NCCC2)=O (5-methyl-3-(phenylamino)-2-(4-(pyridin-2-yl)benzyl)-7-(pyrrolidin-2-ylmethyl)-2H-pyrazolo[3,4-d]pyrimidine-4,6(5H,7H)-dione), [BH3-]C#N.[Na+] (NaBH3CN). Run in CO (CH3OH), CO (CH3OH). Run at time 5 minute. Product: CN1C(N(C=2C(C1=O)=C(N(N2)CC2=CC=C(C=C2)C2=NC=CC=C2)NC2=CC=CC=C2)CC2N(CCC2)C)=O (5-methyl-7-((1-methylpyrrolidin-2-yl)methyl)-3-(phenylamino)-2-(4-(pyridin-2-yl)benzyl)-2H-pyrazolo[3,4-d]pyrimidine-4,6(5H,7H)-dione). RXN SMILES: [CH3:1][N:2]1[C:7](=[O:8])[C:6]2=[C:9]([NH:25][C:26]3[CH:31]=[CH:30][CH:29]=[CH:28][CH:27]=3)[N:10]([CH2:12][C:13]3[CH:18]=[CH:17][C:16]([C:19]4[CH:24]=[CH:23][CH:22]=[CH:21][N:20]=4)=[CH:15][CH:14]=3)[N:11]=[C:5]2[N:4]([CH2:32][CH:33]2[CH2:37][CH2:36][CH2:35][NH:34]2)[C:3]1=[O:38].C=O.[BH3-][C:42]#N.[Na+]>CO>[CH3:1][N:2]1[C:7](=[O:8])[C:6]2=[C:9]([NH:25][C:26]3[CH:31]=[CH:30][CH:29]=[CH:28][CH:27]=3)[N:10]([CH2:12][C:13]3[CH:18]=[CH:17][C:16]([C:19]4[CH:24]=[CH:23][CH:22]=[CH:21][N:20]=4)=[CH:15][CH:14]=3)[N:11]=[C:5]2[N:4]([CH2:32][CH:33]2[CH2:37][CH2:36][CH2:35][N:34]2[CH3:42])[C:3]1=[O:38] |f:2.3|. Procedure: 5-methyl-3-(phenylamino)-2-(4-(pyridin-2-yl)benzyl)-7-(pyrrolidin-2-ylmethyl)-2H-pyrazolo[3,4-d]pyrimidine-4,6(5H,7H)-dione is dissolved in CH3OH (200 μL), and then 37% formaldehyde (2.3 μL) is added at room temperature. After 5 min, NaBH3CN (1.8 mg, 0.028 mmol) in CH3OH (100 μL) is added. The reaction mixture is stirred at r.t. for 30 min. The mixture is purified by HPLC to give pure product as white solids. MS (ESI) m/z 522.3 [M+H]+. Yields the product COc1cc(N)c(Cl)cc1C(=O)OCC12CCCN(CCC1)C2. As a reaction SMILES: [C:14]([n:15]1[cH:16][cH:17][n:18][cH:19]1)([n:20]1[cH:21][cH:22][n:23][cH:24]1)=[O:25].[CH2:43]([Li:44])[CH2:45][CH2:46][CH3:47].[CH3:37][CH2:38][CH2:39][CH2:40][CH2:41][CH3:42].[N:26]12[CH2:27][CH2:28][CH2:29][C:30]([CH2:35][OH:36])([CH2:31][CH2:32][CH2:33]1)[CH2:34]2.[NH2:1][c:2]1[cH:3][c:4]([O:12][CH3:13])[c:5]([C:6](=[O:7])[OH:8])[cH:9][c:10]1[Cl:11].[O:48]1[CH2:49][CH2:50][CH2:51][CH2:52]1>>[NH2:1][c:2]1[cH:3][c:4]([O:12][CH3:13])[c:5]([C:6]([O:7][CH2:35][C:30]23[CH2:29][CH2:28][CH2:27][N:26]([CH2:33][CH2:32][CH2:31]2)[CH2:34]3)=[O:8])[cH:9][c:10]1[Cl:11]. Starting materials: O=C(n1ccnc1)n1ccnc1, [Li]CCCC, CCCCCC, OCC12CCCN(CCC1)C2, COc1cc(N)c(Cl)cc1C(=O)O, C1CCOC1. Reactants: O=C(Cl)CCCBr, COc1nn(-c2cccc(N)c2)c(=O)n(Cc2ccc(Cl)cc2)c1=O, CN(C)C=O. Product: COc1nn(-c2cccc(N3CCCC3=O)c2)c(=O)n(Cc2ccc(Cl)cc2)c1=O. As a reaction SMILES: [Br:26][CH2:27][CH2:28][CH2:29][C:30](=[O:31])[Cl:32].[NH2:1][c:2]1[cH:3][c:4](-[n:8]2[n:9][c:10]([O:24][CH3:25])[c:11](=[O:23])[n:12]([CH2:15][c:16]3[cH:17][cH:18][c:19]([Cl:22])[cH:20][cH:21]3)[c:13]2=[O:14])[cH:5][cH:6][cH:7]1.[O:33]=[CH:34][N:35]([CH3:36])[CH3:37]>>[N:1]1([c:2]2[cH:3][c:4](-[n:8]3[n:9][c:10]([O:24][CH3:25])[c:11](=[O:23])[n:12]([CH2:15][c:16]4[cH:17][cH:18][c:19]([Cl:22])[cH:20][cH:21]4)[c:13]3=[O:14])[cH:5][cH:6][cH:7]2)[CH2:27][CH2:28][CH2:29][C:30]1=[O:31]. Solvent: CN(C)C=O (DMF), CCOCC (ether). Procedure details: This compound is prepared by the procedure described in step D of EXAMPLE 8 from 1.6 g of 4-hydroxy-4-phenylpiperidine, 2 g of the compound obtained in step C of EXAMPLE 8 and 0.75 g of potassium iodide in 10 ml of DMF. The residue is chromatographed on silica H using DCM and then a DCM/MeOH mixture (96/4; v/v) as the eluent. The product obtained is taken up with a saturated solution of gaseous HCl in ether and the precipitate formed is wrung to give 1.34 g of the expected product. M.p.=125° C. The reactants are OC1(CCNCC1)C1=CC=CC=C1 (4-hydroxy-4-phenylpiperidine), Cl (HCl), C(C1=CC=CC=C1)N1C(OCC(C1)(CCCOS(=O)(=O)C)C1=CC(=C(C=C1)Cl)Cl)=O (3-Benzyl-5-(3,4-dichlorophenyl)-5-[3-(methanesulfonyloxy)propyl]tetrahydro-2H-1,3-oxazin-2-one), [I-].[K+] (potassium iodide). Yields the product O.Cl.C(C1=CC=CC=C1)N1C(OCC(C1)(CCCN1CCC(CC1)(C1=CC=CC=C1)O)C1=CC(=C(C=C1)Cl)Cl)=O.C(C1=CC=CC=C1)N1C(OCC(C1)(C1=CC(=C(C=C1)Cl)Cl)CCCN1CCC(CC1)(O)C1=CC=CC=C1)=O.Cl (3-Benzyl-5-(3,4-dichlorophenyl)-5-[3-(4-hydroxy-4-phenylpiperid-1-yl)propyl]tetrahydro-2H-1,3-oxazin-2-one hydrochloride hemihydrate). RXN SMILES: [OH:1][C:2]1([C:8]2[CH:13]=[CH:12][CH:11]=[CH:10][CH:9]=2)[CH2:7][CH2:6][NH:5][CH2:4][CH2:3]1.[CH2:14]([N:21]1[CH2:26][C:25]([C:35]2[CH:40]=[CH:39][C:38]([Cl:41])=[C:37]([Cl:42])[CH:36]=2)([CH2:27][CH2:28][CH2:29]OS(C)(=O)=O)[CH2:24][O:23][C:22]1=[O:43])[C:15]1[CH:20]=[CH:19][CH:18]=[CH:17][CH:16]=1.[I-].[K+].[ClH:46]>CN(C=O)C.CCOCC>[OH2:1].[ClH:41].[CH2:14]([N:21]1[CH2:26][C:25]([C:35]2[CH:40]=[CH:39][C:38]([Cl:41])=[C:37]([Cl:42])[CH:36]=2)([CH2:27][CH2:28][CH2:29][N:5]2[CH2:6][CH2:7][C:2]([OH:1])([C:8]3[CH:13]=[CH:12][CH:11]=[CH:10][CH:9]=3)[CH2:3][CH2:4]2)[CH2:24][O:23][C:22]1=[O:43])[C:15]1[CH:20]=[CH:19][CH:18]=[CH:17][CH:16]=1.[CH2:14]([N:21]1[CH2:26][C:25]([CH2:27][CH2:28][CH2:29][N:5]2[CH2:6][CH2:7][C:2]([C:8]3[CH:13]=[CH:12][CH:11]=[CH:10][CH:9]=3)([OH:1])[CH2:3][CH2:4]2)([C:35]2[CH:40]=[CH:39][C:38]([Cl:41])=[C:37]([Cl:42])[CH:36]=2)[CH2:24][O:23][C:22]1=[O:43])[C:15]1[CH:20]=[CH:19][CH:18]=[CH:17][CH:16]=1.[ClH:46] |f:2.3,7.8.9.10.11|.